From a dataset of the Open Reaction Database (ORD), a public repository of structured organic reaction records. describe an organic reaction: reactants, conditions, products, and yield The reactants are O=C([O-])[O-], O=[N+]([O-])c1cc[n+]([O-])cc1F, [Na+], [Na+], CN(C)C=O, O, Oc1ccc2c(c1)CCCC2. The product is O=[N+]([O-])c1cc[n+]([O-])cc1Oc1ccc2c(c1)CCCC2. RXN SMILES: [C:12](=[O:13])([O-:14])[O-:15].[F:18][c:19]1[cH:20][n+:21]([O-:28])[cH:22][cH:23][c:24]1[N+:25](=[O:26])[O-:27].[Na+:16].[Na+:17].[O:30]=[CH:31][N:32]([CH3:33])[CH3:34].[OH2:29].[cH:1]1[c:2]([OH:11])[cH:3][cH:4][c:5]2[c:10]1[CH2:9][CH2:8][CH2:7][CH2:6]2>>[cH:1]1[c:2]([O:11][c:19]2[cH:20][n+:21]([O-:28])[cH:22][cH:23][c:24]2[N+:25](=[O:26])[O-:27])[cH:3][cH:4][c:5]2[c:10]1[CH2:9][CH2:8][CH2:7][CH2:6]2. Starting materials: COCC1OC2=C(OC1)C=CC(=C2)C(=O)C ((3-methoxymethyl-benzo-1,4-dioxan-6-yl)methyl ketone), [O-]Cl.[Na+] (NaOCl), [SH-].[Na+] (sodium hydrosulfide), Cl (hydrochloric acid). Conditions: temperature 65 celsius. The product is COCC1OC2=C(OC1)C=CC(=C2)C(=O)O (3-methoxymethyl-benzo-1,4-dioxan-6-carboxylic acid). RXN SMILES: [CH3:1][O:2][CH2:3][CH:4]1[CH2:9][O:8][C:7]2[CH:10]=[CH:11][C:12]([C:14](C)=[O:15])=[CH:13][C:6]=2[O:5]1.[SH-].[Na+].Cl.[O-:20]Cl.[Na+]>>[CH3:1][O:2][CH2:3][CH:4]1[CH2:9][O:8][C:7]2[CH:10]=[CH:11][C:12]([C:14]([OH:15])=[O:20])=[CH:13][C:6]=2[O:5]1 |f:1.2,4.5|. Procedure details: To 13% (v/v) NaOCl (140 ml, purchased from Fluka) solution was added the titled compound of Example 2 (12.85 g, 0.0578 mol), followed by stirring. After being refluxed for 30 min while maintaining the temperature of 65° C., the reaction mixture was cooled down to a room temperature, stirred for 30 min and filtered to obtain a filtrate. To the said filtrate was added 10 ml of 25% (w/v) sodium hydrosulfide, and then, concentrated hydrochloric acid was added to adjust the pH by 3-4. The reaction mi... Reactants: C(C)(=O)C(C(=O)OCC)C(C)=O (ethyl diacetyl-acetate), C(C)(=O)OC(C)=O (acetic acid anhydride), ice water, solution, C[Mg]Br (methyl-magnesium bromide). Run in CCOCC (ether), CCOCC (ether). Run at time 24 hour. Yields the product C(C)(C)=C(C(=O)OCC)C(=O)C (ethyl α-isopropylidene-acetoacetate). Isolated yield 63.0%. As a reaction SMILES: [C:1]([CH:4]([C:10](=O)[CH3:11])[C:5]([O:7][CH2:8][CH3:9])=[O:6])(=[O:3])[CH3:2].[CH3:13][Mg]Br.C(OC(=O)C)(=O)C>CCOCC>[C:10](=[C:4]([C:1]([CH3:2])=[O:3])[C:5]([O:7][CH2:8][CH3:9])=[O:6])([CH3:11])[CH3:13]. Procedure details: To a solution of ethyl diacetyl-acetate maintained at 5°-10° [which can be prepared according to the method described in Helv. Chim. Acta, 35, 2280 (1952)] in 400 ml of anhydrous ether there were added 110 ml (0.33 mole) of a solution of 3 M methyl-magnesium bromide in ether. The reaction mixture was stirred for 24 hours at room temperature. After cooling, 50 ml of acetic acid anhydride were added and the whole was allowed to stand for 2 hours at room temperature, whereupon it was poured into ic... Reactants: C1CCCC2=C1C1=C(SC3=C(NC1=O)C=CC=C3)S2 (1,2,3,4-tetrahydro-[1]benzothieno[2,3-b][1,5]benzothiazepin-12(11 H)-one), CN1CCNCC1 (1-methylpiperazine), P(=O)(Cl)(Cl)Cl (phosphorus oxychloride), CN(C1=CC=CC=C1)C (N,N-dimethylaniline). Product: CN1CCN(CC1)C=1C2=C(SC3=C(N1)C=CC=C3)SC3=C2CCCC3 (1,2,3,4-tetrahydro-12-(4-methylpiperazin-1-yl)-[1]benzothieno[2,3-b][1,5]benzothiazepine). Procedure: In the same manner as in Example 80 and using 1,2,3,4-tetrahydro-[1]benzothieno[2,3-b][1,5]benzothiazepin-12(11 H)-one, phosphorus oxychloride, N,N-dimethylaniline and 1-methylpiperazine, 1,2,3,4-tetrahydro-12-(4-methylpiperazin-1-yl)-[1]benzothieno[2,3-b][1,5]benzothiazepine is obtained. RXN SMILES: [CH2:1]1[C:6]2[C:7]3[C:13](=O)[NH:12][C:11]4[CH:15]=[CH:16][CH:17]=[CH:18][C:10]=4[S:9][C:8]=3[S:19][C:5]=2[CH2:4][CH2:3][CH2:2]1.P(Cl)(Cl)(Cl)=O.CN(C)C1C=CC=CC=1.[CH3:34][N:35]1[CH2:40][CH2:39][NH:38][CH2:37][CH2:36]1>>[CH3:34][N:35]1[CH2:40][CH2:39][N:38]([C:13]2[C:7]3[C:6]4[CH2:1][CH2:2][CH2:3][CH2:4][C:5]=4[S:19][C:8]=3[S:9][C:10]3[CH:18]=[CH:17][CH:16]=[CH:15][C:11]=3[N:12]=2)[CH2:37][CH2:36]1. The product is N(=[N+]=[N-])[C@@H]([C@@H]([C@H](C(CO)=O)O)O)CO (5-azido-5-deoxy-D-xylohexulose). Procedure details: DHAP (0.5 mmole) was added to an aqueous solution of 2-azido-3-hydroxypropanal (1 mmole in 40 ml) and the pH value adjusted to 7.0 with 10N NaOH. To this solution was added rhamnulose-1-phosphate aldolase from E. coli (4 g), which had been treated with egg white lysozyme (40 mg) in Tris buffer (pH 7.5, 25 ml) for one hour at 35° C., to form a mixture and the mixture stirred slowly for two days. The stirred mixture was adjusted to a pH value of 4.7, and acid phosphatase (400 units) added. The res... Starting materials: rhamnulose 1-phosphate, C(C(=O)COP(=O)(O)O)O (DHAP), N(=[N+]=[N-])C(C=O)CO (2-azido-3-hydroxypropanal), CO (MeOH), [OH-].[Na+] (NaOH). Run in C(C(CO)(CO)N)O (Tris). Conditions: time 2 day. As a reaction SMILES: [CH2:1]([OH:10])[C:2]([CH2:4][O:5]P(O)(O)=O)=[O:3].[N:11]([CH:14]([CH2:17][OH:18])[CH:15]=[O:16])=[N+:12]=[N-:13].[OH-].[Na+].CO>C(O)C(N)(CO)CO>[N:11]([C@H:14]([CH2:17][OH:18])[C@H:15]([OH:16])[C@@H:1]([OH:10])[C:2](=[O:3])[CH2:4][OH:5])=[N+:12]=[N-:13] |f:2.3|. The yield is 30.0%. Starting materials: C(C1=CC=CC=C1)C=1C(CCC2(CC3=CC(=CC=C3C12)OC)CCCC)=O (4-benzyl-9a-butyl-7-methoxy-1,2,9,9a-tetrahydrofluoren-3-one), B(Br)(Br)Br (BBr3). The solvent is C(Cl)Cl (CH2Cl2), C(Cl)Cl (CH2Cl2). Run at time 3.5 hour. Product: C(C1=CC=CC=C1)C=1C(CCC2(CC3=CC(=CC=C3C12)O)CCCC)=O (4-benzyl-9a-butyl-7-hydroxy-1,2,9,9a-tetrahydro-3H-fluoren-3-one). RXN SMILES: [CH2:1]([C:8]1[C:9](=[O:27])[CH2:10][CH2:11][C:12]2([CH2:23][CH2:24][CH2:25][CH3:26])[C:20]=1[C:19]1[C:14](=[CH:15][C:16]([O:21]C)=[CH:17][CH:18]=1)[CH2:13]2)[C:2]1[CH:7]=[CH:6][CH:5]=[CH:4][CH:3]=1.B(Br)(Br)Br>C(Cl)Cl>[CH2:1]([C:8]1[C:9](=[O:27])[CH2:10][CH2:11][C:12]2([CH2:23][CH2:24][CH2:25][CH3:26])[C:20]=1[C:19]1[C:14](=[CH:15][C:16]([OH:21])=[CH:17][CH:18]=1)[CH2:13]2)[C:2]1[CH:3]=[CH:4][CH:5]=[CH:6][CH:7]=1. Procedure details: A solution of 4-benzyl-9a-butyl-7-methoxy-1,2,9,9a-tetrahydrofluoren-3-one (25.9 mg, 0.718 mmol) in anhydrous CH2Cl2 (1.2 mL) was cooled in a dry ice-acetone bath and stirred under a nitrogen atmosphere while 1M BBr3 in CH2Cl2 (0.215 mL, 0.215 mmol) was added dropwise by syringe. The cooling bath was removed and the mixture was stirred at room temperature for 3.5 hours, after which it was diluted with EtOAc (8 mL), water (3 mL) and 2N HCl (1 mL) and shaken vigorously. The organic phase was separ... The reactants are Brc1nccs1, O=C([O-])O, CN(C)C=O, CCOC(C)=O, [H-], [Na+], [Na+], C1CCOC1, OCC1(CO)CCC1. Yields the product OCC1(COc2nccs2)CCC1. RXN SMILES: [Br:11][c:12]1[s:13][cH:14][cH:15][n:16]1.[C:17](=[O:18])([OH:19])[O-:20].[CH3:27][N:28]([CH3:29])[CH:30]=[O:31].[CH3:32][CH2:33][O:34][C:35](=[O:36])[CH3:37].[H-:9].[Na+:10].[Na+:21].[O:22]1[CH2:23][CH2:24][CH2:25][CH2:26]1.[OH:1][CH2:2][C:3]1([CH2:7][OH:8])[CH2:4][CH2:5][CH2:6]1>>[O:1]([CH2:2][C:3]1([CH2:7][OH:8])[CH2:4][CH2:5][CH2:6]1)[c:12]1[s:13][cH:14][cH:15][n:16]1.